From a dataset of the Open Reaction Database (ORD), a public repository of structured organic reaction records. describe an organic reaction: reactants, conditions, products, and yield Reaction SMILES: [CH3:1][CH:2]1[CH2:3][c:4]2[cH:5][c:6]3[c:7]([n:8][c:9]([NH:13][CH2:14][CH2:15][CH2:16][N:17]4[CH2:18][CH2:19][O:20][CH2:21][CH2:22]4)[n:10][n+:11]3[O-:12])[cH:23][c:24]2[CH2:25]1.[CH3:39][OH:40].[Cl:41][CH2:42][Cl:43].[N+:26](=[O:27])([c:28]1[cH:29][c:30]2[c:31]([cH:35][c:36]1[NH2:37])[CH2:32][CH2:33][CH2:34]2)[O-:38]>>[CH3:1][CH:2]1[CH2:3][c:4]2[cH:5][c:6]3[c:7]([n+:8]([O-:27])[c:9]([NH:13][CH2:14][CH2:15][CH2:16][N:17]4[CH2:18][CH2:19][O:20][CH2:21][CH2:22]4)[n:10][n+:11]3[O-:12])[cH:23][c:24]2[CH2:25]1. Yields the product CC1Cc2cc3c(cc2C1)[n+]([O-])c(NCCCN1CCOCC1)n[n+]3[O-]. The reactants are CC1Cc2cc3nc(NCCCN4CCOCC4)n[n+]([O-])c3cc2C1, CO, ClCCl, Nc1cc2c(cc1[N+](=O)[O-])CCC2. Starting materials: C(C)(C)(C)NC(=O)[C@@H]1[C@]2(C)[C@@H](CC1)[C@@H]1CCC3=CC(CC[C@]3(C)[C@H]1CC2)=O (N-t-butyl-3-oxo-4-androstene-17β-carboxamide), P(=O)(OCC)(OCC)C#N (diethyl cyanophosphate). Yields the product C(C)(C)(C)NC(=O)[C@@H]1[C@]2(C)[C@@H](CC1)[C@@H]1CC=C3C=C(CC[C@]3(C)[C@H]1CC2)C#N (N-t-Butyl-3-cyanoandrosta-3,5-diene-17β-carboxamide). Reaction SMILES: [C:1]([NH:5][C:6]([C@H:8]1[CH2:13][CH2:12][C@H:11]2[C@H:14]3[C@H:24]([CH2:25][CH2:26][C@:9]12[CH3:10])[C@:22]1([CH3:23])[C:17](=[CH:18][C:19](=O)[CH2:20][CH2:21]1)[CH2:16][CH2:15]3)=[O:7])([CH3:4])([CH3:3])[CH3:2].P([C:36]#[N:37])(OCC)(OCC)=O>>[C:1]([NH:5][C:6]([C@H:8]1[CH2:13][CH2:12][C@H:11]2[C@H:14]3[C@H:24]([CH2:25][CH2:26][C@:9]12[CH3:10])[C@:22]1([CH3:23])[C:17]([CH:18]=[C:19]([C:36]#[N:37])[CH2:20][CH2:21]1)=[CH:16][CH2:15]3)=[O:7])([CH3:2])([CH3:3])[CH3:4]. Procedure: Following a procedure similar to that described in example 2(c), but using 100 mg of N-t-butyl-3-oxo-4-androstene-17β-carboxamide (prepared as described in Preparation 1), 0.2 ml of diethyl cyanophosphate and 200 mg of a boron trifluoride-diethyl ether complex, 86 mg of the title compound were obtained as a crystalline substance, melting at 198° to 200° C. Starting materials: C(C)(=O)Cl (Acetyl chloride), S1C2=C(C=C1)C=CC=C2C(=O)O (benzo[b]thiophene-7-carboxylic acid). Run in C(C)O (ethanol). Yields the product C(C)OC(=O)C1=CC=CC2=C1SC=C2 (Benzo[b]thiophene-7-carboxylic Acid Ethyl Ester). Yield: 86.4%. As a reaction SMILES: [C:1](Cl)(=[O:3])[CH3:2].[S:5]1[CH:9]=[CH:8][C:7]2[CH:10]=[CH:11][CH:12]=[C:13]([C:14](O)=[O:15])[C:6]1=2>C(O)C>[CH2:1]([O:3][C:14]([C:13]1[C:6]2[S:5][CH:9]=[CH:8][C:7]=2[CH:10]=[CH:11][CH:12]=1)=[O:15])[CH3:2]. Procedure details: Acetyl chloride (14.8 mmol; 1.05 mL) is added to a solution of benzo[b]thiophene-7-carboxylic acid (4.94 mmol; 880 mg) in ethanol (20 mL) and the mixture is stirred at reflux for 24 h. The solvent is removed. Ethyl acetate is added to the residue and the resulting solution is washed with water, dried (Na2SO4), filtered and concentrated to obtain the title compound (880 mg, 92%) as colorless oil. 1H NMR (CDCl3): δ 8.12 (dd, 1H, J=7.2 Hz, 0.6 Hz), 8.03 (dd, 1H, J=7.6 Hz, 1.2 Hz), 7.58 (d, 1H, J=5....